From a dataset of the Open Reaction Database (ORD), a public repository of structured organic reaction records. describe an organic reaction: reactants, conditions, products, and yield Isolated yield 21.9%. Procedure: Sulfuric acid (940 g, 9.59 mol) was added over 30 min under ice cooling to a mixture of ethyl 3-(4-bromophenyl)-2-cyano-3-o-tolylpropanoate (200 g, 494 mmol) in acetic acid (1.06 kg, 17.7 mol), while keeping the internal temperature below 27° C., then the reaction mixture was heated at reflux for 20 h. After cooling to 40° C. ice (500 g) and ethyl acetate (1500 mL) were added, the precipitate collected by filtration and washed with water to produce the title compound (34.5 g). The filtrate was p... The solvent is C(C)(=O)OCC (ethyl acetate). Reactants: S(O)(O)(=O)=O (Sulfuric acid), BrC1=CC=C(C=C1)C(C(C(=O)OCC)C#N)C1=C(C=CC=C1)C (ethyl 3-(4-bromophenyl)-2-cyano-3-o-tolylpropanoate), C(C)(=O)O (acetic acid), ice. Reaction SMILES: S(=O)(=O)(O)O.[Br:6][C:7]1[CH:12]=[CH:11][C:10]([CH:13]([C:22]2[CH:27]=[CH:26][CH:25]=[CH:24][C:23]=2[CH3:28])[CH:14](C#N)[C:15]([O:17]CC)=[O:16])=[CH:9][CH:8]=1.C(O)(=O)C>C(OCC)(=O)C>[Br:6][C:7]1[CH:12]=[CH:11][C:10]([CH:13]([C:22]2[CH:27]=[CH:26][CH:25]=[CH:24][C:23]=2[CH3:28])[CH2:14][C:15]([OH:17])=[O:16])=[CH:9][CH:8]=1. Product: BrC1=CC=C(C=C1)C(CC(=O)O)C1=C(C=CC=C1)C (3-(4-Bromophenyl)-3-o-tolylpropanoic acid). Yield: 100.6%. Reaction conditions: time 8 hour. The reactants are NC=1N=C(SC1C(C1=CC(=CC=C1)F)=O)NC1=CC=C(C=C1)N1CCN(CC1)C(=O)OC(C)(C)C (4-[4-[[4-Amino-5-(3-fluorobenzoyl)-2-thiazolyl]amino]phenyl]-1-piperazinecarboxyli acid, 1,1-dimethylethyl ester), C(=O)(C(F)(F)F)O.C(Cl)Cl (TFA CH2Cl2). Procedure: A mixture of 4-[4-[[4-amino-5-(3-fluorobenzoyl)-2-thiazolyl]amino]phenyl]1-piperazinec acid, 1,1-dimethylethyl ester (75 mg, 0.15 mmol) (from Step A above) and a solution of TFA/CH2Cl2 (1:1; 1.5 mL) was gently shaken for 1.5 h. The solution was evaporated in vacuo. To the residue was added resin-bound N,N-diisopropylethylamine (2.5 g, loading capacity: 3.8 mmol/g from Argonaut, Inc.) and CH2Cl2 (15 mL). After shaking overnight, the mixture was filtered and washed successively with CH3OH and CH2C... Product: NC=1N=C(SC1C(=O)C1=CC(=CC=C1)F)NC1=CC=C(C=C1)N1CCNCC1 ([4-amino-2-[[4-(1-piperazinyl)phenyl]amino]-5-thiazolyl](3-fluorophenyl)methanone). RXN SMILES: [NH2:1][C:2]1[N:3]=[C:4]([NH:16][C:17]2[CH:22]=[CH:21][C:20]([N:23]3[CH2:28][CH2:27][N:26](C(OC(C)(C)C)=O)[CH2:25][CH2:24]3)=[CH:19][CH:18]=2)[S:5][C:6]=1[C:7](=[O:15])[C:8]1[CH:13]=[CH:12][CH:11]=[C:10]([F:14])[CH:9]=1.C(O)(C(F)(F)F)=O.C(Cl)Cl>>[NH2:1][C:2]1[N:3]=[C:4]([NH:16][C:17]2[CH:18]=[CH:19][C:20]([N:23]3[CH2:28][CH2:27][NH:26][CH2:25][CH2:24]3)=[CH:21][CH:22]=2)[S:5][C:6]=1[C:7]([C:8]1[CH:13]=[CH:12][CH:11]=[C:10]([F:14])[CH:9]=1)=[O:15] |f:1.2|. Starting materials: ClCC(=O)NC1=NC=CC(=C1)OC=1C=C(C=CC1)CCC(=O)NC1=CC(=C(C=C1)Cl)C(F)(F)F (3-[3-({2-[(chloroacetyl)amino]pyridin-4-yl}oxy)phenyl]-N-[4-chloro-3-(trifluoromethyl)phenyl]-propanamide), C(C)N1CCNCC1 (1-ethylpiperazine), C(=O)([O-])[O-].[K+].[K+] (K2CO3). The solvent is CN(C)C=O (DMF). The product is ClC1=C(C=C(C=C1)NC(CCC1=CC(=CC=C1)OC1=CC(=NC=C1)NC(CN1CCN(CC1)CC)=O)=O)C(F)(F)F (N-[4-chloro-3-(trifluoromethyl)phenyl]-3-{3-[(2-{[(4-ethylpiperazin-1-yl)acetyl]amino}pyridin-4-yl)oxy]phenyl}propanamide). Reaction SMILES: Cl[CH2:2][C:3]([NH:5][C:6]1[CH:11]=[C:10]([O:12][C:13]2[CH:14]=[C:15]([CH2:19][CH2:20][C:21]([NH:23][C:24]3[CH:29]=[CH:28][C:27]([Cl:30])=[C:26]([C:31]([F:34])([F:33])[F:32])[CH:25]=3)=[O:22])[CH:16]=[CH:17][CH:18]=2)[CH:9]=[CH:8][N:7]=1)=[O:4].[CH2:35]([N:37]1[CH2:42][CH2:41][NH:40][CH2:39][CH2:38]1)[CH3:36].C([O-])([O-])=O.[K+].[K+]>CN(C=O)C>[Cl:30][C:27]1[CH:28]=[CH:29][C:24]([NH:23][C:21](=[O:22])[CH2:20][CH2:19][C:15]2[CH:16]=[CH:17][CH:18]=[C:13]([O:12][C:10]3[CH:9]=[CH:8][N:7]=[C:6]([NH:5][C:3](=[O:4])[CH2:2][N:40]4[CH2:41][CH2:42][N:37]([CH2:35][CH3:36])[CH2:38][CH2:39]4)[CH:11]=3)[CH:14]=2)=[CH:25][C:26]=1[C:31]([F:32])([F:33])[F:34] |f:2.3.4|. Reported procedure: A mixture of 3-[3-({2-[(chloroacetyl)amino]pyridin-4-yl}oxy)phenyl]-N-[4-chloro-3-(trifluoromethyl)phenyl]-propanamide (0.050 g, 0.090 mmol), 1-ethylpiperazine (0.040 mL, 0.29 mmol), and K2CO3 (0.050 g, 0.36 mmol) was stirred at 60° C. in DMF for 1 h. The mixture was concentrated and partitioned between EtOAc and water. The organic solution was concentrated and the residue was purified by column chromatography to give A-192. 1H NMR (400 MHz, d6-DMSO) δ: 10.98 (m, 1H), 10.60 (m, 1H), 8.21 (m, 2H)... Product: CCOC(=O)C(C)(C)Oc1ccc(N(C)c2cc3ccc(Cl)cc3c(Cl)n2)cc1. Reaction SMILES: [Br:1][C:2]([C:3](=[O:4])[O:5][CH2:6][CH3:7])([CH3:8])[CH3:9].[C:31](=[O:32])([O-:33])[O-:34].[Cl:10][c:11]1[n:12][c:13]([N:22]([CH3:23])[c:24]2[cH:25][cH:26][c:27]([OH:30])[cH:28][cH:29]2)[cH:14][c:15]2[cH:16][cH:17][c:18]([Cl:21])[cH:19][c:20]12.[Cl:37][CH2:38][Cl:39].[K+:35].[K+:36]>>[C:2]([C:3](=[O:4])[O:5][CH2:6][CH3:7])([CH3:8])([CH3:9])[O:30][c:27]1[cH:26][cH:25][c:24]([N:22]([c:13]2[n:12][c:11]([Cl:10])[c:20]3[c:15]([cH:14]2)[cH:16][cH:17][c:18]([Cl:21])[cH:19]3)[CH3:23])[cH:29][cH:28]1. The reactants are CCOC(=O)C(C)(C)Br, O=C([O-])[O-], CN(c1ccc(O)cc1)c1cc2ccc(Cl)cc2c(Cl)n1, ClCCl, [K+], [K+]. Starting materials: ClC1=CC(=C(CO)C=C1)F (4-chloro-2-fluorobenzylalcohol), S(=O)(Cl)Cl (thionyl chloride). Solvent: O1CCCC1 (tetrahydrofuran), N1=CC=CC=C1 (pyridine). Yields the product ClC1=CC(=C(CCl)C=C1)F (4-chloro-2-fluorobenzyl chloride). Reaction SMILES: [Cl:1][C:2]1[CH:9]=[CH:8][C:5]([CH2:6]O)=[C:4]([F:10])[CH:3]=1.S(Cl)([Cl:13])=O>O1CCCC1.N1C=CC=CC=1>[Cl:1][C:2]1[CH:9]=[CH:8][C:5]([CH2:6][Cl:13])=[C:4]([F:10])[CH:3]=1. Procedure: Then, 16.5 g of 4-chloro-2-fluorobenzylalcohol was dissolved in 150 ml of tetrahydrofuran and 1 ml of pyridine, to which 10 ml of thionyl chloride was added dropwise at 5° C., and the mixture was stirred for 2⅚ hours. After completion of the reaction, the reaction mixture was concentrated, and the precipitated crystals were collected by filtration. The filtrate was subjected to silica gel column chromatography, which afforded 18.5 g of 4-chloro-2-fluorobenzyl chloride. Starting materials: ClC1=NC(=NC(=N1)N1CCN(CC1)C)N1CCC(CC1)C(=O)NCC1=C(C=CC=C1)C(F)(F)F (1-[4-chloro-6-(4-methyl-1-piperazinyl)-1,3,5-triazin-2-yl]-N-{[2-(trifluoromethyl)phenyl]methyl}-4-piperidinecarboxamide), [OH-].[Na+] (NaOH). Run at temperature 80 celsius. The product is OC1=NC(=NC(=N1)N1CCN(CC1)C)N1CCC(CC1)C(=O)NCC1=C(C=CC=C1)C(F)(F)F (1-[4-hydroxy-6-(4-methyl-1-piperazinyl)-1,3,5-triazin-2-yl]-N-{[2-(trifluoromethyl)phenyl]methyl}-4-piperidinecarboxamide). Reaction SMILES: Cl[C:2]1[N:7]=[C:6]([N:8]2[CH2:13][CH2:12][N:11]([CH3:14])[CH2:10][CH2:9]2)[N:5]=[C:4]([N:15]2[CH2:20][CH2:19][CH:18]([C:21]([NH:23][CH2:24][C:25]3[CH:30]=[CH:29][CH:28]=[CH:27][C:26]=3[C:31]([F:34])([F:33])[F:32])=[O:22])[CH2:17][CH2:16]2)[N:3]=1.[OH-:35].[Na+]>>[OH:35][C:2]1[N:7]=[C:6]([N:8]2[CH2:13][CH2:12][N:11]([CH3:14])[CH2:10][CH2:9]2)[N:5]=[C:4]([N:15]2[CH2:20][CH2:19][CH:18]([C:21]([NH:23][CH2:24][C:25]3[CH:30]=[CH:29][CH:28]=[CH:27][C:26]=3[C:31]([F:34])([F:33])[F:32])=[O:22])[CH2:17][CH2:16]2)[N:3]=1 |f:1.2|. Procedure details: To ⅕ of the suspension prepared in step b (0.542 mmol, 1.00 equiv) was added 6 N NaOH. The resulting mixture was heated to 80° C. for 1 h. The final solution was directly purified by reverse-phase HPLC (Sunfire, 20-40% CH3CN, H2O, 0.1% TFA, 12 min) to afford 21.2 mg of the title compound. MS (ES+): m/e 480.1 [M+H]+. Reactants: Cl (hydrochloric acid), [OH-].[Na+] (sodium hydroxide), B.O1CCCC1 (borane tetrahydrofuran), C(C)(C)(C)NC(C(C)(C)CC(C)C)=O (N-tert-butylisobutyl-2-methylpropionamide), O1CCCC1 (tetrahydrofuran). Solvent: O (Water). Yields the product C(C)(C)(C)N(CC(C)C)CC(C)C (tert-Butyldiisobutylamine). RXN SMILES: B.O1[CH2:6][CH2:5][CH2:4]C1.[C:7]([NH:11][C:12](=O)[C:13]([CH2:16]C(C)C)([CH3:15])C)([CH3:10])([CH3:9])[CH3:8].Cl.[OH-].[Na+].O1CCC[CH2:25]1>O>[C:7]([N:11]([CH2:25][CH:5]([CH3:4])[CH3:6])[CH2:12][CH:13]([CH3:15])[CH3:16])([CH3:8])([CH3:9])[CH3:10] |f:0.1,4.5|. Reported procedure: Isobutyryl chloride (10.90 g, 0.1 mol) was added to a solution of tert-butylisobutylamine (25.85 g, 0.2 mol) in tetrahydrofuran (150 ml) at room temperature and stirred for 1 h. Solids were filtered off and washed with tetrahydrofuran ( 2×25 ml). N, N-tert-butylisobutyl-2-methylpropionamide was isolated by distillation to yield 18.50 g, (90%), bp 59-60° C./1.3 mm Hg. A 1 M borane-tetrahydrofuran solution (100 ml, 0,10 mol) was added dropwise to a solution of the amide (17.95 g, 90 mmol) in tetra...